Dataset: the Open Reaction Database (ORD), a public repository of structured organic reaction records. Task: describe an organic reaction: reactants, conditions, products, and yield Starting materials: BrC=1C=NC2=CC(=CC=C2C1NC(CO)C)Cl (3-bromo-7-chloro-N-(2-hydroxy-1-methylethyl)-4-quinolinamine), CC(C)([O-])C.[K+] (potassium-t-butoxide). The solvent is CN(C)C=O (DMF), O (water). Conditions: time 2 hour. Yields the product ClC=1C=CC=2C3=C(C=NC2C1)OCC(N3)C (8-Chloro-1,2-dihydro-2-methyl-3H-1,4-oxazino[2,3-c]quinoline). Yield: 33.6%. Reaction SMILES: Br[C:2]1[CH:3]=[N:4][C:5]2[C:10]([C:11]=1[NH:12][CH:13]([CH3:16])[CH2:14][OH:15])=[CH:9][CH:8]=[C:7]([Cl:17])[CH:6]=2.CC(C)([O-])C.[K+]>CN(C=O)C.O>[Cl:17][C:7]1[CH:8]=[CH:9][C:10]2[C:11]3[NH:12][CH:13]([CH3:16])[CH2:14][O:15][C:2]=3[CH:3]=[N:4][C:5]=2[CH:6]=1 |f:1.2|. Procedure: A solution of 10 g of 3-bromo-7-chloro-N-(2-hydroxy-1-methylethyl)-4-quinolinamine in 28 ml of DMF was stirred and to it was added 4.3 g of potassium-t-butoxide. The mixture was stirred at 120°-140° C. for 2 hours and then allowed to cool to room temperature. The reaction mixture was diluted with water and the organics were extracted into dichloromethane. Washing with water, drying over anhydrous magnesium sulfate and evaporation of solvents resulted in a crude solid which was purified by HPLC u... Reactants: C(C1=CC=CC=C1)OC=1C=C(C=CC1C)CO ((3-benzyloxy-4-methylphenyl)methanol). Reagents/catalysts: [O-2].[O-2].[Mn+4] (manganese dioxide). Solvent: ClCCl (dichloromethane). Conditions: time 2 day. Yields the product C(C1=CC=CC=C1)OC=1C=C(C=O)C=CC1C (3-Benzyloxy-4-methylbenzaldehyde). Yield: 39.3%. As a reaction SMILES: [CH2:1]([O:8][C:9]1[CH:10]=[C:11]([CH2:16][OH:17])[CH:12]=[CH:13][C:14]=1[CH3:15])[C:2]1[CH:7]=[CH:6][CH:5]=[CH:4][CH:3]=1>ClCCl.[O-2].[O-2].[Mn+4]>[CH2:1]([O:8][C:9]1[CH:10]=[C:11]([CH:12]=[CH:13][C:14]=1[CH3:15])[CH:16]=[O:17])[C:2]1[CH:3]=[CH:4][CH:5]=[CH:6][CH:7]=1 |f:2.3.4|. Procedure details: To a solution of (3-benzyloxy-4-methylphenyl)methanol (1.0 g) in dichloromethane (50 mL) was added manganese dioxide (2.5 g), and this mixture was stirred at room temperature for 2 days. The insoluble material was removed by filtration and this filtrate was concentrated under reduced pressure. This residue was purified by column chromatography on silica gel (eluent: n-hexane/ethyl acetate) to give the title compound (0.39 g) Starting materials: [N+](=O)([O-])C1=CC=C(CO\N=C\2/CCCC3=CC(=C(C=C23)OC)OC)C=C1 ((E)-6,7-dimethoxy-3,4-dihydronaphthalen-1(2H)-one O-4-nitrobenzyl oxime), COC=1C=C2CCC(C2=CC1OC)=O (5,6-Dimethoxy-1-indanone), Cl.[N+](=O)([O-])C1=CC=C(CNO)C=C1 ((4-nitrobenzyl)hydroxylamine hydrochloride), N1=CC=CC=C1 (pyridine). The solvent is C(C)O (ethanol), C(C)(=O)OCC.CCCCCC (ethyl acetate hexane). Product: [N+](=O)([O-])C1=CC=C(CO\N=C\2/CCC3=CC(=C(C=C23)OC)OC)C=C1 ((E)-5,6-Dimethoxy-2,3-dihydroinden-1-one O-4-Nitrobenzyl Oxime). Isolated yield 53.0%. RXN SMILES: COC1C=C2C(=CC=1OC)C(=O)CC2.Cl.[N+](C1C=CC(CNO)=CC=1)([O-])=O.N1C=CC=CC=1.[N+:34]([C:37]1[CH:59]=[CH:58][C:40]([CH2:41][O:42]/[N:43]=[C:44]2\[CH2:45]C[CH2:47][C:48]3[C:53]\2=[CH:52][C:51]([O:54][CH3:55])=[C:50]([O:56][CH3:57])[CH:49]=3)=[CH:39][CH:38]=1)([O-:36])=[O:35]>C(O)C.C(OCC)(=O)C.CCCCCC>[N+:34]([C:37]1[CH:59]=[CH:58][C:40]([CH2:41][O:42]/[N:43]=[C:44]2\[CH2:45][CH2:47][C:48]3[C:53]\2=[CH:52][C:51]([O:54][CH3:55])=[C:50]([O:56][CH3:57])[CH:49]=3)=[CH:39][CH:38]=1)([O-:36])=[O:35] |f:1.2,6.7|. Reported procedure: 5,6-Dimethoxy-1-indanone (104 mg, 0.54 mmol) was subjected to reaction with (4-nitrobenzyl)hydroxylamine hydrochloride (125 mg, 0.61 mmol) in ethanol (5 mL) and pyridine (0.7 mL, 9.03 mmol) under the same conditions as described for (E)-6,7-dimethoxy-3,4-dihydronaphthalen-1(2H)-one O-4-nitrobenzyl oxime. Subjection of the material obtained on work up to flash chromatography (3:7 v/v ethyl acetate/hexane elution) afforded a ca. 3:1 mixture of the E- and Z-isomeric forms of the title compound (98 ... The reactants are C([O-])([O-])=O.[K+].[K+] (potassium carbonate), BrCC1CC1 (bromomethylcyclopropane), resultant solution, C(O)([O-])=O.[Na+] (sodium hydrogencarbonate), O1CCC2=C1C=CC(=C2)C=2C=C(C(NN2)=O)C(=O)OC (6-(2,3-Dihydro-1-benzofuran-5-yl)-4-methoxycarbonyl-2H-pyridazin-3-one). Run in CN(C=O)C (N,N-dimethylformamide). Reaction conditions: temperature 80 celsius, time 2 hour. Product: C(=O)(O)C=1C(N(N=C(C1)C=1C=CC2=C(CCO2)C1)CC1CC1)=O (4-carboxy-2-cyclopropylmethyl-6-(2,3-dihydro-1-benzofuran-5-yl)-2H-pyridazin-3-one). Reaction SMILES: [O:1]1[C:5]2[CH:6]=[CH:7][C:8]([C:10]3[CH:11]=[C:12]([C:17]([O:19]C)=[O:18])[C:13](=[O:16])[NH:14][N:15]=3)=[CH:9][C:4]=2[CH2:3][CH2:2]1.C(=O)([O-])[O-].[K+].[K+].Br[CH2:28][CH:29]1[CH2:31][CH2:30]1.C(=O)([O-])O.[Na+]>CN(C)C=O>[C:17]([C:12]1[C:13](=[O:16])[N:14]([CH2:28][CH:29]2[CH2:31][CH2:30]2)[N:15]=[C:10]([C:8]2[CH:7]=[CH:6][C:5]3[O:1][CH2:2][CH2:3][C:4]=3[CH:9]=2)[CH:11]=1)([OH:19])=[O:18] |f:1.2.3,5.6|. Procedure details: 6-(2,3-Dihydro-1-benzofuran-5-yl)-4-methoxycarbonyl-2H-pyridazin-3-one (2.0 g, 7.35 mmol) was dissolved in N,N-dimethylformamide (17 mL), and potassium carbonate (2.0 g, 14.7 mmol) and bromomethylcyclopropane (1.2 g, 8.8 mmol) were added to the resultant solution, followed by stirring for two hours at 80° C. The temperature of the reaction mixture was reduced to room temperature, and saturated aqueous sodium hydrogencarbonate solution was added thereto, followed by extraction with ethyl acetate.... Reactants: COCC=Cc1ccc2c(NC3CCNC3)nc(-c3ccccc3O)nc2c1, CC(C)(C)OC(=O)N1CCC(Nc2nc(-c3ccccc3O)nc3ccc(C#CCO)cc23)C1. Yields the product COCCCc1ccc2c(NC3CCNC3)nc(-c3ccccc3O)nc2c1. Reaction SMILES: [CH3:35][O:36][CH2:37][CH:38]=[CH:39][c:40]1[cH:41][cH:42][c:43]2[c:44]([NH:57][CH:58]3[CH2:59][NH:60][CH2:61][CH2:62]3)[n:45][c:46](-[c:50]3[c:51]([OH:56])[cH:52][cH:53][cH:54][cH:55]3)[n:47][c:48]2[cH:49]1.[OH:1][c:2]1[cH:3][cH:4][cH:5][cH:6][c:7]1-[c:8]1[n:9][c:10]([NH:11][CH:12]2[CH2:13][CH2:14][N:15]([C:16]([O:17][C:18]([CH3:19])([CH3:20])[CH3:21])=[O:22])[CH2:23]2)[c:24]2[c:25]([cH:26][cH:27][c:28]([C:29]#[C:30][CH2:31][OH:32])[cH:33]2)[n:34]1>>[CH3:35][O:36][CH2:37][CH2:38][CH2:39][c:40]1[cH:41][cH:42][c:43]2[c:44]([NH:57][CH:58]3[CH2:59][NH:60][CH2:61][CH2:62]3)[n:45][c:46](-[c:50]3[c:51]([OH:56])[cH:52][cH:53][cH:54][cH:55]3)[n:47][c:48]2[cH:49]1. Starting materials: Cc1cccc(-c2ccccc2)c1N, CC(C)CCON=O, F[B-](F)(F)F, [H+], C1CCOC1, O. The product is Cc1cccc(-c2ccccc2)c1F. As a reaction SMILES: [CH3:1][c:2]1[c:3]([NH2:14])[c:4](-[c:8]2[cH:9][cH:10][cH:11][cH:12][cH:13]2)[cH:5][cH:6][cH:7]1.[CH3:21][CH:22]([CH2:23][CH2:24][O:25][N:26]=[O:27])[CH3:28].[F:16][B-:17]([F:18])([F:19])[F:20].[H+:15].[O:29]1[CH2:30][CH2:31][CH2:32][CH2:33]1.[OH2:34]>>[CH3:1][c:2]1[c:3]([F:16])[c:4](-[c:8]2[cH:9][cH:10][cH:11][cH:12][cH:13]2)[cH:5][cH:6][cH:7]1. Solvent: C(Cl)Cl (CH2Cl2). Product: C(C)(=O)N1N=C(C2=CC=CC=C12)CN1CCN(CC1)C1=CC=C(C=C1)F (1-Acetyl-3-[4-(4-fluorophenyl)piperazin-1-ylmethyl]-1H-indazole). Reaction conditions: temperature 20 celsius, time 16 hour. Procedure details: 1-Acetyl-3-bromomethyl-1H-indazole (160 mg, 0.63 mmol) in CH2Cl2 (5 mL) was treated with 1-(4-fluorophenyl)piperazine (228 mg, 1.26 mmol) and Hunig's base (102 mg, 0.79 mmol) and the mixture stirred at 20° C. for 16 h. The mixture was poured into saturated aqueous sodium bicarbonate solution (10 mL) and extracted with CH2Cl2 (3×10 mL). The combined organic extracts were dried (MgSO4), concentrated and the residue purified by flash chromatography (10%→25% EtOAc in hexane) to give the title compou... Reactants: C(C)(=O)N1N=C(C2=CC=CC=C12)CBr (1-Acetyl-3-bromomethyl-1H-indazole), FC1=CC=C(C=C1)N1CCNCC1 (1-(4-fluorophenyl)piperazine), CCN(C(C)C)C(C)C (Hunig's base), C([O-])(O)=O.[Na+] (sodium bicarbonate). As a reaction SMILES: [C:1]([N:4]1[C:12]2[C:7](=[CH:8][CH:9]=[CH:10][CH:11]=2)[C:6]([CH2:13]Br)=[N:5]1)(=[O:3])[CH3:2].[F:15][C:16]1[CH:21]=[CH:20][C:19]([N:22]2[CH2:27][CH2:26][NH:25][CH2:24][CH2:23]2)=[CH:18][CH:17]=1.CCN(C(C)C)C(C)C.C(=O)(O)[O-].[Na+]>C(Cl)Cl>[C:1]([N:4]1[C:12]2[C:7](=[CH:8][CH:9]=[CH:10][CH:11]=2)[C:6]([CH2:13][N:25]2[CH2:24][CH2:23][N:22]([C:19]3[CH:18]=[CH:17][C:16]([F:15])=[CH:21][CH:20]=3)[CH2:27][CH2:26]2)=[N:5]1)(=[O:3])[CH3:2] |f:3.4|.